Task: describe an organic reaction: reactants, conditions, products, and yield. Dataset: the Open Reaction Database (ORD), a public repository of structured organic reaction records Reactants: BrC1=NC(=CC=C1)CF (2-bromo-6-(fluoromethyl)-pyridine), C(CC#C)N1N=C2C=CC=CC2=C1 (2-but-3-ynyl-2H-indazole). Product: FCC1=CC=CC(=N1)C#CCCN1N=C2C=CC=CC2=C1 (2-(4-(6-(fluoromethyl)pyridin-2-yl)but-3-ynyl)-2H-indazole). Yield: 16.8%. As a reaction SMILES: Br[C:2]1[CH:7]=[CH:6][CH:5]=[C:4]([CH2:8][F:9])[N:3]=1.[CH2:10]([N:14]1[CH:22]=[C:21]2[C:16]([CH:17]=[CH:18][CH:19]=[CH:20]2)=[N:15]1)[CH2:11][C:12]#[CH:13]>>[F:9][CH2:8][C:4]1[N:3]=[C:2]([C:13]#[C:12][CH2:11][CH2:10][N:14]2[CH:22]=[C:21]3[C:16]([CH:17]=[CH:18][CH:19]=[CH:20]3)=[N:15]2)[CH:7]=[CH:6][CH:5]=1. Reported procedure: The title compound was prepared in accordance with the general method of Example 108(C), from 2-bromo-6-(fluoromethyl)-pyridine (204 mg, 1.07 mmol) and 2-but-3-ynyl-2H-indazole (183 mg, 1.07 mmol). The crude residue was purified by flash chromatography (cyclohexane/AcOEt 3:2) to yield 50 mg (0.18 mmol, 17%) of 2-(4-(6-(fluoromethyl)pyridin-2-yl)but-3-ynyl)-2H-indazole as a colorless oil.